This data is from the Open Reaction Database (ORD), a public repository of structured organic reaction records. The task is: describe an organic reaction: reactants, conditions, products, and yield Reactants: O=C[C@H](O)[C@@H](O)[C@H](O)[C@H](O)CO (D-glucose), O=C[C@@H](O)[C@@H](O)[C@H](O)[C@H](O)CO (D-mannose). The product is C([C@@H](O)[C@@H](O)[C@H](O)[C@H](O)CO)O (D-mannitol). As a reaction SMILES: [O:1]=[CH:2][C@@H:3]([C@H:5]([C@@H:7]([C@@H:9]([CH2:11][OH:12])[OH:10])[OH:8])[OH:6])[OH:4].O=C[C@H]([C@H]([C@@H]([C@@H](CO)O)O)O)O>>[CH2:11]([OH:12])[C@H:9]([C@H:7]([C@@H:5]([C@@H:3]([CH2:2][OH:1])[OH:4])[OH:6])[OH:8])[OH:10]. Procedure details: Thus, the mixture of D-glucose and D-mannose obtained in the above is subjected to the catalytic hydrogenation, thereby is formed D-mannitol at a high ratio such as 30-36% based on the initial D-glucose, which results in such a high yield of crystalline D-mannitol as 25-30%. Reactants: Cl.ClC=1C=C(C=CC1)NN (3-chlorophenylhydrazine hydrochloride), CCN=C=NCCCN(C)C (EDCI), C(C)OC(CCCNC)OCC (4,4-diethoxy-N-methylbutan-1-amine), ClC1=CC=C2C(=CN(C2=C1)CC(=O)OCC)CCNC (ethyl 2-(6-chloro-3-(2-(methylamino)ethyl)-1H-indol-1-yl)acetate), ClC1=CC=C2C3=C(N(C2=C1)CC(=O)O)CN(CC3)C (2-(7-chloro-1,2,3,4-tetrahydro-2-methylpyrido[3,4-b]indol-9-yl)acetic acid), N1CCCCC1 (piperidine), C(=O)(C(F)(F)F)O (TFA), BrCC(=O)OCC (ethyl bromoacetate), ClC=1C=C(C=CC1)N(N)CC(=O)OCC (ethyl 2-(1-(3-chlorophenyl)hydrazinyl)acetate), C=O (formaldehyde). Run in C(C)N(CC)CC (triethylamine), ClC1=CC=C2C3=C(N(C2=C1)CC(=O)OCC)CN(CC3)C (ethyl 2-(7-chloro-1,2,3,4-tetrahydro-2-methylpyrido[3,4-b]indol-9-yl)acetate), [OH-].[Na+] (NaOH), C(C)#N (acetonitrile). Product: ClC1=CC=C2C3=C(N(C2=C1)CC(=O)N1CCCCC1)CN(CC3)C (2-(7-chloro-1,2,3,4-tetrahydro-2-methylpyrido[3,4-b]indol-9-yl)-1-(piperidin-1-yl)ethanone). Reaction SMILES: Cl.[Cl:2][C:3]1[CH:4]=[C:5]([NH:9]N)[CH:6]=[CH:7][CH:8]=1.BrCC([O:15][CH2:16][CH3:17])=O.Cl[C:19]1[CH:20]=[C:21]([N:25]([CH2:27]C(OCC)=O)N)C=[CH:23][CH:24]=1.C(O[CH:36](OCC)[CH2:37][CH2:38][CH2:39][NH:40][CH3:41])C.ClC1C=C2C(C(CCNC)=CN2CC(OCC)=O)=CC=1.C=O.C(O)(C(F)(F)F)=O.ClC1C=C2C(C3CCN(C)CC=3N2CC(O)=O)=CC=1.N1CCCCC1.CCN=C=NCCCN(C)C>C(#N)C.ClC1C=C2C(C3CCN(C)CC=3N2CC(OCC)=O)=CC=1.[OH-].[Na+].C(N(CC)CC)C>[Cl:2][C:3]1[CH:4]=[C:5]2[C:6]([C:19]3[CH2:24][CH2:23][N:25]([CH3:27])[CH2:21][C:20]=3[N:9]2[CH2:17][C:16]([N:40]2[CH2:41][CH2:36][CH2:37][CH2:38][CH2:39]2)=[O:15])=[CH:7][CH:8]=1 |f:0.1,13.14|. Reported procedure: The title compound is prepared by following General Methods 1, 3, 4, 5 and 7 by using 3-chlorophenylhydrazine hydrochloride, ethyl bromoacetate, and triethylamine (General Method 1), ethyl 2-(1-(3-chlorophenyl)hydrazinyl)acetate and 4,4-diethoxy-N-methylbutan-1-amine (General Method 3), ethyl 2-(6-chloro-3-(2-(methylamino)ethyl)-1H-indol-1-yl)acetate, formaldehyde and TFA in acetonitrile (General Method 4), ethyl 2-(7-chloro-1,2,3,4-tetrahydro-2-methylpyrido[3,4-b]indol-9-yl)acetate and NaOH (Ge... The reactants are O=[N+]([O-])c1cnc(Br)s1, NNC(=S)NCc1ccccc1, Oc1nnc(S)n1Cc1ccccc1, CCO, CCOC(=O)Cl, O, S=C=NCc1ccccc1. The product is O=[N+]([O-])c1cnc(Sc2nnc(O)n2Cc2ccccc2)s1. RXN SMILES: [Br:43][c:44]1[s:45][c:46]([N+:49](=[O:50])[O-:51])[cH:47][n:48]1.[CH2:11]([NH:12][C:13](=[S:14])[NH:15][NH2:16])[c:17]1[cH:18][cH:19][cH:20][cH:21][cH:22]1.[CH2:29]([c:30]1[cH:31][cH:32][cH:33][cH:34][cH:35]1)[n:36]1[c:37]([OH:42])[n:38][n:39][c:40]1[SH:41].[CH3:53][CH2:54][OH:55].[Cl:23][C:24]([O:25][CH2:26][CH3:27])=[O:28].[OH2:52].[S:1]=[C:2]=[N:3][CH2:4][c:5]1[cH:6][cH:7][cH:8][cH:9][cH:10]1>>[CH2:29]([c:30]1[cH:31][cH:32][cH:33][cH:34][cH:35]1)[n:36]1[c:37]([OH:42])[n:38][n:39][c:40]1[S:41][c:44]1[s:45][c:46]([N+:49](=[O:50])[O-:51])[cH:47][n:48]1. The reactants are CC(C)(C)OC(=O)NCCN1CC2CN(Cc3ccccc3)CC(C1)O2, Cc1cc(C)c(S(=O)(=O)O)c(C)c1, CC(C)CC(C)O, CO, [H][H]. RXN SMILES: [C:14]([CH3:15])([CH3:16])([CH3:17])[O:18][C:19]([NH:20][CH2:21][CH2:22][N:23]1[CH2:24][CH:25]2[CH2:26][N:27]([CH2:32][c:33]3[cH:34][cH:35][cH:36][cH:37][cH:38]3)[CH2:28][CH:29]([CH2:30]1)[O:31]2)=[O:39].[CH3:1][c:2]1[c:3]([S:10](=[O:11])(=[O:12])[OH:13])[c:4]([CH3:9])[cH:5][c:6]([CH3:8])[cH:7]1.[CH3:40][CH:41]([CH3:42])[CH2:43][CH:44]([OH:45])[CH3:46].[CH3:49][OH:50].[H:47][H:48]>>[C:14]([CH3:15])([CH3:16])([CH3:17])[O:18][C:19]([NH:20][CH2:21][CH2:22][N:23]1[CH2:24][CH:25]2[CH2:26][NH:27][CH2:28][CH:29]([CH2:30]1)[O:31]2)=[O:39].[CH3:1][c:2]1[c:3]([S:10](=[O:11])(=[O:12])[OH:13])[c:4]([CH3:9])[cH:5][c:6]([CH3:8])[cH:7]1. Yields the product CC(C)(C)OC(=O)NCCN1CC2CNCC(C1)O2, Cc1cc(C)c(S(=O)(=O)O)c(C)c1. The reactants are COC=1C(=CC2=C(CCN(CC2)C(COC)COC)C1)N (8-Methoxy-3-(2-methoxy-1-methoxymethyl-ethyl)-2,3,4,5-tetrahydro-1H-benzo[d]azepin-7-ylamine), ClC1=NC=C(C(=N1)N[C@H]1[C@H]([C@@H]2C=C[C@H]1C2)C(=O)N)Cl ((1S,2S,3R,4R)-3-(2,5-Dichloro-pyrimidin-4-ylamino)-bicyclo[2.2.1]hept-5-ene-2-carboxylic acid amide). Product: ClC=1C(=NC(=NC1)NC1=CC2=C(CCN(CC2)C(COC)COC)C=C1OC)N[C@H]1[C@H]([C@@H]2C=C[C@H]1C2)C(=O)N ((1S,2S,3R,4R)-3-{5-Chloro-2-[8-methoxy-3-(2-methoxy-1-methoxymethyl-ethyl)-2,3,4,5-tetrahydro-1H-benzo[d]azepin-7-ylamino]-pyrimidin-4-ylamino}-bicyclo[2.2.1]hept-5-ene-2-carboxylic acid amide), solid. Yield: 49.0%. RXN SMILES: [CH3:1][O:2][C:3]1[C:4]([NH2:21])=[CH:5][C:6]2[CH2:12][CH2:11][N:10]([CH:13]([CH2:17][O:18][CH3:19])[CH2:14][O:15][CH3:16])[CH2:9][CH2:8][C:7]=2[CH:20]=1.Cl[C:23]1[N:28]=[C:27]([NH:29][C@@H:30]2[C@@H:35]3[CH2:36][C@@H:32]([CH:33]=[CH:34]3)[C@@H:31]2[C:37]([NH2:39])=[O:38])[C:26]([Cl:40])=[CH:25][N:24]=1>>[Cl:40][C:26]1[C:27]([NH:29][C@@H:30]2[C@@H:35]3[CH2:36][C@@H:32]([CH:33]=[CH:34]3)[C@@H:31]2[C:37]([NH2:39])=[O:38])=[N:28][C:23]([NH:21][C:4]2[C:3]([O:2][CH3:1])=[CH:20][C:7]3[CH2:8][CH2:9][N:10]([CH:13]([CH2:14][O:15][CH3:16])[CH2:17][O:18][CH3:19])[CH2:11][CH2:12][C:6]=3[CH:5]=2)=[N:24][CH:25]=1. Procedure: The title compound was prepared from 8-Methoxy-3-(2-methoxy-1-methoxymethyl-ethyl)-2,3,4,5-tetrahydro-1H-benzo[d]azepin-7-ylamine and (1S,2S,3R,4R)-3-(2,5-Dichloro-pyrimidin-4-ylamino)-bicyclo[2.2.1]hept-5-ene-2-carboxylic acid amide in an analogous manner to Example 61e. Product isolated as an off-white solid (0.050 g, 49%). MP: 106-125° C. 1HNMR (400 MHz, CDCl3, δ, ppm): 8.17 (s, 1H), 7.88 (s, 1H), 7.38 (s, 1H), 6.63 (s, 1H), 6.50 (d, 1H, J=8.6 Hz), 6.34-6.28 (m, 2H), 5.54 (br s, 1H), 5.26 (br... The reactants are ClC1=CC(=C(C=C1)C(CC(=O)C=1C=CC(N(C1)C)=O)C1=CC(=C(C=C1)OC(C)C)F)C (5-[3-(4-chloro-2-methyl-phenyl)-3-(3-fluoro-4-isopropoxy-phenyl)-propionyl]-1-methyl-1H-pyridin-2-one), Cl.NO (hydroxylamine hydrochloride), C(O)([O-])=O.[Na+] (sodium hydrogencarbonate). The product is ClC1=CC(=C(C=C1)C(C\C(=N/O)\C=1C=CC(N(C1)C)=O)C1=CC(=C(C=C1)OC(C)C)F)C (5-{3-(4-Chloro-2-methyl-phenyl)-3-(3-fluoro-4-isopropoxy-phenyl)-1-[(E)-hydroxyimino]-propyl}-1-methyl-1H-pyridin-2-one). As a reaction SMILES: [Cl:1][C:2]1[CH:7]=[CH:6][C:5]([CH:8]([C:20]2[CH:25]=[CH:24][C:23]([O:26][CH:27]([CH3:29])[CH3:28])=[C:22]([F:30])[CH:21]=2)[CH2:9][C:10]([C:12]2[CH:13]=[CH:14][C:15](=[O:19])[N:16]([CH3:18])[CH:17]=2)=O)=[C:4]([CH3:31])[CH:3]=1.Cl.[NH2:33][OH:34].C(=O)([O-])O.[Na+]>>[Cl:1][C:2]1[CH:7]=[CH:6][C:5]([CH:8]([C:20]2[CH:25]=[CH:24][C:23]([O:26][CH:27]([CH3:29])[CH3:28])=[C:22]([F:30])[CH:21]=2)[CH2:9]/[C:10](/[C:12]2[CH:13]=[CH:14][C:15](=[O:19])[N:16]([CH3:18])[CH:17]=2)=[N:33]\[OH:34])=[C:4]([CH3:31])[CH:3]=1 |f:1.2,3.4|. Procedure: In analogy to example 151, step 3, 5-[3-(4-chloro-2-methyl-phenyl)-3-(3-fluoro-4-isopropoxy-phenyl)-propionyl]-1-methyl-1H-pyridin-2-one was reacted with hydroxylamine hydrochloride in the presence of sodium hydrogencarbonate to give the title compound as a colourless solid, MS (ESI+): m/z=457.2 [M+H]+. Starting materials: CCOC(=O)CCCC1CN(C(=O)OC(C)(C)C)CCN1C(=O)OC(C)(C)C, CO, [Na+], [OH-]. Yields the product CC(C)(C)OC(=O)N1CCN(C(=O)OC(C)(C)C)C(CCCC(=O)O)C1. Reaction SMILES: [C:1]([CH3:2])([CH3:3])([CH3:4])[O:5][C:6](=[O:7])[N:8]1[CH:9]([CH2:21][CH2:22][CH2:23][C:24](=[O:25])[O:26][CH2:27][CH3:28])[CH2:10][N:11]([C:14](=[O:15])[O:16][C:17]([CH3:18])([CH3:19])[CH3:20])[CH2:12][CH2:13]1.[CH3:31][OH:32].[Na+:30].[OH-:29]>>[C:1]([CH3:2])([CH3:3])([CH3:4])[O:5][C:6](=[O:7])[N:8]1[CH:9]([CH2:21][CH2:22][CH2:23][C:24](=[O:25])[OH:26])[CH2:10][N:11]([C:14](=[O:15])[O:16][C:17]([CH3:18])([CH3:19])[CH3:20])[CH2:12][CH2:13]1.